This data is from the Open Reaction Database (ORD), a public repository of structured organic reaction records. The task is: describe an organic reaction: reactants, conditions, products, and yield Yields the product C1(CCC1)[C@@H](C1=CC(=CC=C1)F)NC(=O)C1=C(N(C(C(=C1C)C#C[Si](C)(C)C)=O)C1=CC=CC=C1)C (2,4-dimethyl-6-oxo-1-phenyl-5-trimethylsilanylethynyl-1,6-dihydro-pyridine-3-carboxylic acid [(S) -cyclobutyl-(3-fluoro-phenyl)-methyl]-amide). Reactants: C1(CCC1)[C@@H](C1=CC(=CC=C1)F)NC(=O)C1=C(N(C(C(=C1C)Br)=O)C1=CC=CC=C1)C (5-Bromo-2,4-dimethyl-6-oxo-1-phenyl-1,6-dihydro-pyridine-3-carboxylic acid [(S)-cyclobutyl-(3-fluoro-phenyl)-methyl]-amide), C1(=CC=CC=C1)P(C1=CC=CC=C1)C1=CC=CC=C1 (triphenylphosphine), C(C)NCC (N-ethylethanamine), C[Si](C)(C)C#C ((trimethylsilyl)acetylene). Run in CN(C=O)C (N,N-dimethylformamide). Conditions: temperature 120 celsius. Reaction SMILES: [CH:1]1([C@H:5]([NH:13][C:14]([C:16]2[C:21]([CH3:22])=[C:20](Br)[C:19](=[O:24])[N:18]([C:25]3[CH:30]=[CH:29][CH:28]=[CH:27][CH:26]=3)[C:17]=2[CH3:31])=[O:15])[C:6]2[CH:11]=[CH:10][CH:9]=[C:8]([F:12])[CH:7]=2)[CH2:4][CH2:3][CH2:2]1.C1(P(C2C=CC=CC=2)C2C=CC=CC=2)C=CC=CC=1.C(NCC)C.[CH3:56][Si:57]([C:60]#[CH:61])([CH3:59])[CH3:58]>[Cu]I.Cl[Pd](Cl)([P](C1C=CC=CC=1)(C1C=CC=CC=1)C1C=CC=CC=1)[P](C1C=CC=CC=1)(C1C=CC=CC=1)C1C=CC=CC=1.CN(C)C=O>[CH:1]1([C@H:5]([NH:13][C:14]([C:16]2[C:21]([CH3:22])=[C:20]([C:61]#[C:60][Si:57]([CH3:59])([CH3:58])[CH3:56])[C:19](=[O:24])[N:18]([C:25]3[CH:30]=[CH:29][CH:28]=[CH:27][CH:26]=3)[C:17]=2[CH3:31])=[O:15])[C:6]2[CH:11]=[CH:10][CH:9]=[C:8]([F:12])[CH:7]=2)[CH2:4][CH2:3][CH2:2]1 |^1:66,85|. The reagents and catalysts are [Cu]I (copper(I) iodide), Cl[Pd]([P](C1=CC=CC=C1)(C2=CC=CC=C2)C3=CC=CC=C3)([P](C4=CC=CC=C4)(C5=CC=CC=C5)C6=CC=CC=C6)Cl (bis(triphenylphosphine)palladium(II) chloride). The yield is 53.2%. Procedure details: A mixture of 5-bromo-2,4-dimethyl-6-oxo-1-phenyl-1,6-dihydro-pyridine-3-carboxylic acid [(S)-cyclobutyl-(3-fluoro-phenyl)-methyl]-amide (2a, 60.0 mg, 0.124 mmol), N,N-dimethylformamide (0.6 mL), copper(I) iodide (4.5 mg, 0.024 mmol), bis(triphenylphosphine)palladium(II) chloride (9.1 mg, 0.013 mmol), triphenylphosphine (20.0 mg, 0.0762 mmol), N-ethylethanamine (0.6 mL, 6 mmol) and (trimethylsilyl)acetylene (0.052.6 mL, 0.372 mmol) was flushed with Argon and heated under microwave irradiation for... Starting materials: Cl.N[C@H]1CC[C@H](CC1)NC(=O)C1=C(NC=2C1=NC=CC2C2=C(C=CC(=C2)F)OCC2CC2)C (N-(cis-4-aminocyclohexyl)-7-[2-(cyclopropylmethoxy)-5-fluorophenyl]-2-methyl-1H-pyrrolo[3,2-b]pyridine-3-carboxamide hydrochloride), C(C)(=O)OCC(=O)Cl (2-chloro-2-oxoethyl acetate). Product: C1(CC1)COC1=C(C=C(C=C1)F)C1=C2C(=NC=C1)C(=C(N2)C)C(=O)N[C@@H]2CC[C@@H](CC2)NC(CO)=O (7-[2-(Cyclopropylmethoxy)-5-fluorophenyl]-N-{cis-4-[(hydroxyacetyl)amino]cyclohexyl}-2-methyl-1H-pyrrolo[3,2-b]pyridine-3-carboxamide). Reaction SMILES: Cl.[NH2:2][C@@H:3]1[CH2:8][CH2:7][C@H:6]([NH:9][C:10]([C:12]2[C:16]3=[N:17][CH:18]=[CH:19][C:20]([C:21]4[CH:26]=[C:25]([F:27])[CH:24]=[CH:23][C:22]=4[O:28][CH2:29][CH:30]4[CH2:32][CH2:31]4)=[C:15]3[NH:14][C:13]=2[CH3:33])=[O:11])[CH2:5][CH2:4]1.C([O:37][CH2:38][C:39](Cl)=[O:40])(=O)C>>[CH:30]1([CH2:29][O:28][C:22]2[CH:23]=[CH:24][C:25]([F:27])=[CH:26][C:21]=2[C:20]2[CH:19]=[CH:18][N:17]=[C:16]3[C:12]([C:10]([NH:9][C@H:6]4[CH2:7][CH2:8][C@@H:3]([NH:2][C:38](=[O:37])[CH2:39][OH:40])[CH2:4][CH2:5]4)=[O:11])=[C:13]([CH3:33])[NH:14][C:15]=23)[CH2:31][CH2:32]1 |f:0.1|. Reported procedure: Starting from N-(cis-4-aminocyclohexyl)-7-[2-(cyclopropylmethoxy)-5-fluorophenyl]-2-methyl-1H-pyrrolo[3,2-b]pyridine-3-carboxamide hydrochloride (example D.f9) and commercially available 2-chloro-2-oxoethyl acetate the title compound is obtained as colorless solid. Starting materials: S([O-])(O)=O.[Na+] (sodium bisulfite), C([O-])([O-])=O.[K+].[K+] (potassium carbonate), ClC=1C=C(C=C(C1)Cl)C1C(=NOC1C(F)(F)F)C=1C=CC(=C(C#N)C1)SC (5-[(3,5-dichlorophenyl)-4,5-dihydro-5-(trifluoromethyl)-3-isoxazolyl]-2-(methylthio)benzonitrile), product, ClC=1C=C(C(=O)OO)C=CC1 (3-chloroperoxybenzoic acid). Run in ClCCl (dichloromethane). Conditions: time 8 hour. The product is ClC=1C=C(C=C(C1)Cl)C1C(=NOC1C(F)(F)F)C=1C=CC(=C(C#N)C1)S(=O)(=O)C (5-[(3,5-dichlorophenyl)-4,5-dihydro-5-(trifluoromethyl)-3-isoxazolyl]-2-(methylsulfonyl)benzonitrile). Reaction SMILES: [Cl:1][C:2]1[CH:3]=[C:4]([CH:9]2[CH:13]([C:14]([F:17])([F:16])[F:15])[O:12][N:11]=[C:10]2[C:18]2[CH:19]=[CH:20][C:21](SC)=[C:22]([CH:25]=2)[C:23]#[N:24])[CH:5]=[C:6]([Cl:8])[CH:7]=1.Cl[C:29]1C=C(C=CC=1)C(OO)=O.[S:39](=[O:42])(O)[O-:40].[Na+].C(=O)([O-])[O-].[K+].[K+]>ClCCl>[Cl:1][C:2]1[CH:3]=[C:4]([CH:9]2[CH:13]([C:14]([F:16])([F:15])[F:17])[O:12][N:11]=[C:10]2[C:18]2[CH:19]=[CH:20][C:21]([S:39]([CH3:29])(=[O:42])=[O:40])=[C:22]([CH:25]=2)[C:23]#[N:24])[CH:5]=[C:6]([Cl:8])[CH:7]=1 |f:2.3,4.5.6|. Reported procedure: To a solution of 5-[(3,5-dichlorophenyl)-4,5-dihydro-5-(trifluoromethyl)-3-isoxazolyl]-2-(methylthio)benzonitrile (i.e. the product of Example 5) (0.42 g, 1.0 mmol) in 20 mL of dichloromethane was added 3-chloroperoxybenzoic acid (0.90 g of ˜77% peracid, 4.0 mmol) in one portion, and the mixture was stirred at ambient temperature overnight. Aqueous sodium bisulfite solution was added, and after several minutes solid potassium carbonate was added. The layers were separated, and the organic phase ... The reactants are CO (Methanol), BrC1=NN2C(S1)=NC(=C2)C=2OC1=C(C2)C(=CC(=C1)F)OCC=1N=C(SC1)C1=CC=CC=C1 (2-Bromo-6-(6-fluoro-4-((2-phenylthiazol-4-yl)methoxy)benzofuran-2-yl)imidazo[2,1-b][1,3,4]thiadiazole), C[O-].[Na+] (sodium methoxide). The solvent is ClCCl (dichloromethane). Conditions: time 25 minute. The product is FC1=CC2=C(C=C(O2)C=2N=C3SC(=NN3C2)OC)C(=C1)OCC=1N=C(SC1)C1=CC=CC=C1 (6-(6-Fluoro-4-((2-phenylthiazol-4-yl)methoxy)benzofuran-2-yl)-2-methoxyimidazo[2,1-b][1,3,4]thiadiazole). The yield is 64.0%. As a reaction SMILES: Br[C:2]1[S:6][C:5]2=[N:7][C:8]([C:10]3[O:11][C:12]4[CH:18]=[C:17]([F:19])[CH:16]=[C:15]([O:20][CH2:21][C:22]5[N:23]=[C:24]([C:27]6[CH:32]=[CH:31][CH:30]=[CH:29][CH:28]=6)[S:25][CH:26]=5)[C:13]=4[CH:14]=3)=[CH:9][N:4]2[N:3]=1.[CH3:33][OH:34].C[O-].[Na+]>ClCCl>[F:19][C:17]1[CH:16]=[C:15]([O:20][CH2:21][C:22]2[N:23]=[C:24]([C:27]3[CH:32]=[CH:31][CH:30]=[CH:29][CH:28]=3)[S:25][CH:26]=2)[C:13]2[CH:14]=[C:10]([C:8]3[N:7]=[C:5]4[N:4]([CH:9]=3)[N:3]=[C:2]([O:34][CH3:33])[S:6]4)[O:11][C:12]=2[CH:18]=1 |f:2.3|. Reported procedure: 2-Bromo-6-(6-fluoro-4-((2-phenylthiazol-4-yl)methoxy)benzofuran-2-yl)imidazo[2,1-b][1,3,4]thiadiazole (17 mgs, 0.032 mmol) was dissolved in dichloromethane (1.3 mL) (some heat and sonication were required). Methanol was then added (0.3 mL) followed by sodium methoxide (14.74 μL, 0.064 mmol) in one shot. The reaction was stirred at r.t for 25 min., then quenched with HCl 1.0 N and stirred until the reaction color changes to yellow. Sat. NaHCO3 was then added and this was extracted with dichlorome... Reactants: COC1=CC=C(C2=C1N=C(S2)NC(O)=O)C=C ((4-Methoxy-7-vinyl-benzothiazol-2-yl)-carbamic acid), O (water). Run in C(CO)O (ethylenglycol). Reaction conditions: temperature 100 celsius, time 3 hour. Product: COC1=CC=C(C2=C1N=C(S2)N)C=C (4-Methoxy-7-vinyl-benzothiazol-2-ylamine). Reaction SMILES: [CH3:1][O:2][C:3]1[C:8]2[N:9]=[C:10]([NH:12]C(=O)O)[S:11][C:7]=2[C:6]([CH:16]=[CH2:17])=[CH:5][CH:4]=1.O>C(O)CO>[CH3:1][O:2][C:3]1[C:8]2[N:9]=[C:10]([NH2:12])[S:11][C:7]=2[C:6]([CH:16]=[CH2:17])=[CH:5][CH:4]=1. Procedure: (4-Methoxy-7-vinyl-benzothiazol-2-yl)-carbamic acid methyll ester was dissolved in ethylenglycol/2N KOH (2:1) and stirred at 100° C. for 3 hrs. Then water was added and the mixture was extracted with CH2Cl2, the organic phase was washed with brine and dried over MgSO4. After evaporation the residue was crystallized from CH2Cl2. White crystals (64%); F.p.: 155-159° C. Starting materials: ClC1=CC=C(CN2C(=CC3=CC=CC=C23)C(=O)N2CCC(CC2)C(=O)O)C=C1 (1-(1-(4-chlorobenzyl)-1H-indole-2-carbonyl)piperidine-4-carboxylic acid), C(C)N=C=NCCCN(C)C (1-ethyl-3-(3-dimethylaminopropyl) carbodiimide), ON1N=NC2=C1C=CC=C2 (1-Hydroxybenzotriazole), C(C)(C)N(C(C)C)CC (N,N-Diisopropylethylamine), C1(=CC=C(C=C1)CCN)C (2-(p-tolyl)ethanamine). Solvent: O (water), C(C)(=O)OCC (ethyl acetate), C(Cl)Cl (DCM). Reaction conditions: time 8 hour. The product is ClC1=CC=C(CN2C(=CC3=CC=CC=C23)C(=O)N2CCC(CC2)C(=O)NCCC2=CC=C(C=C2)C)C=C1 (1-(1-(4-chlorobenzyl)-1H-indole-2-carbonyl)-N-(4-methylphenethyl)piperidine-4-carboxamide). RXN SMILES: [Cl:1][C:2]1[CH:28]=[CH:27][C:5]([CH2:6][N:7]2[C:15]3[C:10](=[CH:11][CH:12]=[CH:13][CH:14]=3)[CH:9]=[C:8]2[C:16]([N:18]2[CH2:23][CH2:22][CH:21]([C:24](O)=[O:25])[CH2:20][CH2:19]2)=[O:17])=[CH:4][CH:3]=1.C(N=C=NCCCN(C)C)C.ON1C2C=CC=CC=2N=N1.C(N(CC)C(C)C)(C)C.[C:59]1([CH3:68])[CH:64]=[CH:63][C:62]([CH2:65][CH2:66][NH2:67])=[CH:61][CH:60]=1>C(Cl)Cl.O.C(OCC)(=O)C>[Cl:1][C:2]1[CH:28]=[CH:27][C:5]([CH2:6][N:7]2[C:15]3[C:10](=[CH:11][CH:12]=[CH:13][CH:14]=3)[CH:9]=[C:8]2[C:16]([N:18]2[CH2:19][CH2:20][CH:21]([C:24]([NH:67][CH2:66][CH2:65][C:62]3[CH:63]=[CH:64][C:59]([CH3:68])=[CH:60][CH:61]=3)=[O:25])[CH2:22][CH2:23]2)=[O:17])=[CH:4][CH:3]=1. Reported procedure: 1-(1-(4-chlorobenzyl)-1H-indole-2-carbonyl)piperidine-4-carboxylic acid (100 mg, 0.252 mmol), 1-ethyl-3-(3-dimethylaminopropyl) carbodiimide (97 mg, 0.504 mmol), and 1-Hydroxybenzotriazole (68 mg, 0.504 mmol) were dissolved in 3.0 mL of DCM. The reaction was allowed to stir for 10 minutes before N,N-Diisopropylethylamine (88 μL, 0.504 mmol) and 2-(p-tolyl)ethanamine (73 μL, 0.504 mmol) were added. The reaction was allowed to stir overnight. The reaction was diluted with water and ethyl acetate. ...